The task is: describe an organic reaction: reactants, conditions, products, and yield. This data is from the Open Reaction Database (ORD), a public repository of structured organic reaction records. The reactants are [OH-].[Na+] (sodium hydroxide), C(Cl)Cl (methylene chloride), FC(C(=O)N(C1=CC=C(C(=O)Cl)C=C1)CCCCCCCCCCCCCCCC)(F)F (N-trifluoroacetyl-4-(hexadecylamino)benzoyl chloride), S(=O)(C1=CC=C(C=C1)N)(=O)O (sulfanilic acid). Run at temperature 60 celsius, time 3 hour. Yields the product C(CCCCCCCCCCCCCCC)NC1=CC=C(C(=O)NC2=CC=C(C=C2)S(=O)(=O)[O-])C=C1.[Na+] (sodium p-[4-(hexadecylamino)benzamido]benzenesulfonate). Reaction SMILES: C(Cl)Cl.FC(F)(F)C([N:8]([CH2:18][CH2:19][CH2:20][CH2:21][CH2:22][CH2:23][CH2:24][CH2:25][CH2:26][CH2:27][CH2:28][CH2:29][CH2:30][CH2:31][CH2:32][CH3:33])[C:9]1[CH:17]=[CH:16][C:12]([C:13](Cl)=[O:14])=[CH:11][CH:10]=1)=O.[S:36]([OH:46])(=[O:45])([C:38]1[CH:43]=[CH:42][C:41]([NH2:44])=[CH:40][CH:39]=1)=[O:37].[OH-].[Na+:48]>>[CH2:18]([NH:8][C:9]1[CH:10]=[CH:11][C:12]([C:13]([NH:44][C:41]2[CH:42]=[CH:43][C:38]([S:36]([O-:46])(=[O:37])=[O:45])=[CH:39][CH:40]=2)=[O:14])=[CH:16][CH:17]=1)[CH2:19][CH2:20][CH2:21][CH2:22][CH2:23][CH2:24][CH2:25][CH2:26][CH2:27][CH2:28][CH2:29][CH2:30][CH2:31][CH2:32][CH3:33].[Na+:48] |f:3.4,5.6|. Procedure details: A methylene chloride solution of N-trifluoroacetyl-4-(hexadecylamino)benzoyl chloride (4.8 g.) is added to a solution of 1.8 g. of sulfanilic acid in 1 N sodium hydroxide at 0° C. After 3 hours, the solution is warmed to 60° C. briefly and the whole evaporated to dryness. The residue is extracted with a small amount of cold water and the resulting white solid crystallized from aqueous ethanol. The reactants are C(C)(=O)OCC1=CC(=NC(=C1)N(C)C)C#N ((2-cyano-6-(dimethylamino)pyridin-4-yl)methyl acetate), C(=O)([O-])[O-].[K+].[K+] (K2CO3). The solvent is CO (MeOH). Conditions: time 1 hour. Product: CN(C1=CC(=CC(=N1)C#N)CO)C (6-(dimethylamino)-4-(hydroxymethyl)picolinonitrile). Yield: 86.0%. Reaction SMILES: C([O:4][CH2:5][C:6]1[CH:11]=[C:10]([N:12]([CH3:14])[CH3:13])[N:9]=[C:8]([C:15]#[N:16])[CH:7]=1)(=O)C.C([O-])([O-])=O.[K+].[K+]>CO>[CH3:13][N:12]([CH3:14])[C:10]1[N:9]=[C:8]([C:15]#[N:16])[CH:7]=[C:6]([CH2:5][OH:4])[CH:11]=1 |f:1.2.3|. Procedure details: To a stirring solution of 364 mg (1.66 mmol) of (2-cyano-6-(dimethylamino)pyridin-4-yl)methyl acetate in 7 mL of MeOH was added 365 mg (2.64 mmol) of K2CO3. After 1 h, the mixture was filtered through Celite with MeOH and EtOAc. More EtOAc and H2O (30 mL) were added; the aqueous layer was extracted with EtOAc (4×). The combined extracts were washed with brine (50 mL), dried over Na2SO4, filtered, and concentrated. Purification by flash silica gel chromatography (50% EtOAc/hexanes) provided 253 m... The reactants are [N+](=O)([O-])C1=CC=C(C=C1)CCCC(=O)O (4-(4-nitrophenyl)butanoic acid), C=1C=CC2=C(C1)N=NN2O (HOBt), Cl.C(C)(=O)OCC (hydrogen chloride ethyl acetate), N1CCCCC1 (piperidine), CCN=C=NCCCN(C)C.Cl (WSC hydrochloride). Solvent: CN(C)C=O (DMF). Yields the product Cl.Cl.N1(CCCCC1)CCCCC1=CC=C(N)C=C1 (4-(4-piperidin-1-ylbutyl) aniline dihydrochloride). RXN SMILES: [N+:1]([C:4]1[CH:9]=[CH:8][C:7]([CH2:10][CH2:11][CH2:12][C:13](O)=O)=[CH:6][CH:5]=1)([O-])=O.[NH:16]1[CH2:21][CH2:20][CH2:19][CH2:18][CH2:17]1.CCN=C=NCCCN(C)C.[ClH:33].C1C=CC2N(O)N=NC=2C=1.Cl.C(OCC)(=O)C>CN(C=O)C>[ClH:33].[ClH:33].[N:16]1([CH2:13][CH2:12][CH2:11][CH2:10][C:7]2[CH:8]=[CH:9][C:4]([NH2:1])=[CH:5][CH:6]=2)[CH2:21][CH2:20][CH2:19][CH2:18][CH2:17]1 |f:2.3,5.6,8.9.10|. Reported procedure: 4-(4-nitrophenyl)butanoic acid and piperidine were allowed to undergo the reaction in DMF using WSC hydrochloride and HOBt, subjected to catalytic hydrogenation in the same manner as shown in Reference Example 3 to reduce the nitro group, and then reduced in the same manner as in Reference Example 2, and the resulting compound was subjected to salt formation using 4 M hydrogen chloride/ethyl acetate solution to obtain 4-(4-piperidin-1-ylbutyl) aniline dihydrochloride. F: 233. Reaction SMILES: [CH3:1][O:2][C:3]1[C:4]([CH2:16][CH2:17][CH3:18])=[C:5]([CH:11]=[CH:12][C:13]=1[O:14][CH3:15])[C:6]([N:8]([CH3:10])[CH3:9])=[O:7].[S:19](=[O:21])=[O:20].[NH2:22]OS(O)(=O)=O>>[NH2:22][S:19]([C:11]1[CH:12]=[C:13]([O:14][CH3:15])[C:3]([O:2][CH3:1])=[C:4]([CH2:16][CH2:17][CH3:18])[C:5]=1[C:6]([N:8]([CH3:10])[CH3:9])=[O:7])(=[O:21])=[O:20]. The yield is 63.0%. Yields the product NS(=O)(=O)C1=C(C(=O)N(C)C)C(=C(C(=C1)OC)OC)CCC (2-aminosulfonyl-4,5-dimethoxy-6-propyl-N,N-dimethylbenzamide). The reactants are COC=1C(=C(C(=O)N(C)C)C=CC1OC)CCC (3,4-dimethoxy-2-propyl-N,N-dimethylbenzamide), S(=O)=O (sulfur dioxide), NOS(=O)(=O)O (hydroxylamine-O-sulfonic acid). Procedure: By the method of Example 22A 3,4-dimethoxy-2-propyl-N,N-dimethylbenzamide (9.2 g) was aminosulfonylated with sulfur dioxide and hydroxylamine-O-sulfonic acid (5.6 g) to give 2-aminosulfonyl-4,5-dimethoxy-6-propyl-N,N-dimethylbenzamide (7.4 g, 63% yield), which was cyclized in quantititive yield to 4-propyl-5,6-dimethoxysaccharin, phenylthiomethylation of which with chloromethyl phenyl sulfide (1.42 mL) gave 2-phenylthiomethyl-4-propyl-5,6-dimethoxy-saccharin (4.07 g), reaction of part (3.59 g) o... The reactants are Cc1noc(C)c1C(=O)N(C)Cc1nc(NC(=O)NCc2cccc(F)c2)sc1Br, [C-]#N, CCOC(C)=O, N#C[Cu], [K+], CN(C)C=O. Yields the product Cc1noc(C)c1C(=O)N(C)Cc1nc(NC(=O)NCc2cccc(F)c2)sc1C#N. As a reaction SMILES: [Br:1][c:2]1[c:3]([CH2:19][N:20]([C:21](=[O:22])[c:23]2[c:24]([CH3:29])[n:25][o:26][c:27]2[CH3:28])[CH3:30])[n:4][c:5]([NH:7][C:8](=[O:9])[NH:10][CH2:11][c:12]2[cH:13][c:14]([F:18])[cH:15][cH:16][cH:17]2)[s:6]1.[C-:34]#[N:35].[CH3:42][CH2:43][O:44][C:45]([CH3:46])=[O:47].[Cu:31][C:32]#[N:33].[K+:36].[O:37]=[CH:38][N:39]([CH3:40])[CH3:41]>>[c:2]1([C:32]#[N:33])[c:3]([CH2:19][N:20]([C:21](=[O:22])[c:23]2[c:24]([CH3:29])[n:25][o:26][c:27]2[CH3:28])[CH3:30])[n:4][c:5]([NH:7][C:8](=[O:9])[NH:10][CH2:11][c:12]2[cH:13][c:14]([F:18])[cH:15][cH:16][cH:17]2)[s:6]1. The reactants are COc1ccc(COC(=O)c2ccc(=O)n(CCOC(=O)C(NC(=O)OCc3ccccc3)C(C)C)c2)cc1, ClCCl, O=C(O)C(F)(F)F. Product: CC(C)C(NC(=O)OCc1ccccc1)C(=O)OCCn1cc(C(=O)O)ccc1=O. Reaction SMILES: [CH3:1][O:2][c:3]1[cH:4][cH:5][c:6]([CH2:7][O:8][C:9](=[O:10])[c:11]2[cH:12][n:13]([CH2:18][CH2:19][O:20][C:21]([CH:22]([NH:23][C:24](=[O:25])[O:26][CH2:27][c:28]3[cH:29][cH:30][cH:31][cH:32][cH:33]3)[CH:34]([CH3:35])[CH3:36])=[O:37])[c:14](=[O:17])[cH:15][cH:16]2)[cH:38][cH:39]1.[Cl:47][CH2:48][Cl:49].[OH:40][C:41]([C:42]([F:43])([F:44])[F:45])=[O:46]>>[O:8]=[C:9]([OH:10])[c:11]1[cH:12][n:13]([CH2:18][CH2:19][O:20][C:21]([CH:22]([NH:23][C:24](=[O:25])[O:26][CH2:27][c:28]2[cH:29][cH:30][cH:31][cH:32][cH:33]2)[CH:34]([CH3:35])[CH3:36])=[O:37])[c:14](=[O:17])[cH:15][cH:16]1. Starting materials: COCC(=O)NNC(=O)C=1NC2=C(C=CC=C2C1)N(S(=O)(=O)C=1SC=CC1)C (N-(2-{[2-(methoxyacetyl)hydrazino]carbonyl}-1H-indol-7-yl)-N-methylthiophene-2-sulfonamide), COC=1C=CC(=CC1)P2(=S)SP(=S)(S2)C=3C=CC(=CC3)OC (Lawesson's reagent). Solvent: O1CCCC1 (tetrahydrofuran). Run at temperature 50 celsius, time 8 hour. Product: COCC1=NN=C(S1)C=1NC2=C(C=CC=C2C1)N(S(=O)(=O)C=1SC=CC1)C (N-{2-[5-(Methoxymethyl)-1,3,4-thiadiazol-2-yl]-1H-indol-7-yl}-N-methylthiophene-2-sulfonamide). Isolated yield 62.4%. Reaction SMILES: [CH3:1][O:2][CH2:3][C:4]([NH:6][NH:7][C:8]([C:10]1[NH:11][C:12]2[C:17]([CH:18]=1)=[CH:16][CH:15]=[CH:14][C:13]=2[N:19]([CH3:28])[S:20]([C:23]1[S:24][CH:25]=[CH:26][CH:27]=1)(=[O:22])=[O:21])=O)=O.COC1C=CC(P2(SP(C3C=CC(OC)=CC=3)(=S)S2)=[S:38])=CC=1>O1CCCC1>[CH3:1][O:2][CH2:3][C:4]1[S:38][C:8]([C:10]2[NH:11][C:12]3[C:17]([CH:18]=2)=[CH:16][CH:15]=[CH:14][C:13]=3[N:19]([CH3:28])[S:20]([C:23]2[S:24][CH:25]=[CH:26][CH:27]=2)(=[O:22])=[O:21])=[N:7][N:6]=1. Procedure details: A mixture of N-(2-{[2-(methoxyacetyl)hydrazino]carbonyl}-1H-indol-7-yl)-N-methylthiophene-2-sulfonamide (0.29 g), Lawesson's reagent (0.31 g) and tetrahydrofuran (10 mL) was stirred at 50° C. overnight. The reaction mixture was concentrated, and methanol was added to the residue. The resulting crystals were filtrated, washed with methanol, and dried to give the title compound (0.18 g, yield 62%) as pale-yellow crystals. melting point>238° C. (decomposition). The reactants are ClCCl, COCCOCC(=O)Cl, CCN(C(C)C)C(C)C, COc1cc2c(Nc3cccc(Cl)c3F)ncnc2cc1OC1CCNCC1, Cl, Cl. The product is COCCOCC(=O)N1CCC(Oc2cc3ncnc(Nc4cccc(Cl)c4F)c3cc2OC)CC1. As a reaction SMILES: [CH2:49]([Cl:50])[Cl:51].[CH3:40][O:41][CH2:42][CH2:43][O:44][CH2:45][C:46](=[O:47])[Cl:48].[CH:31]([N:32]([CH:33]([CH3:34])[CH3:35])[CH2:36][CH3:37])([CH3:38])[CH3:39].[Cl:3][c:4]1[c:5]([F:30])[c:6]([NH:10][c:11]2[n:12][cH:13][n:14][c:15]3[cH:16][c:17]([O:23][CH:24]4[CH2:25][CH2:26][NH:27][CH2:28][CH2:29]4)[c:18]([O:21][CH3:22])[cH:19][c:20]23)[cH:7][cH:8][cH:9]1.[ClH:1].[ClH:2]>>[Cl:3][c:4]1[c:5]([F:30])[c:6]([NH:10][c:11]2[n:12][cH:13][n:14][c:15]3[cH:16][c:17]([O:23][CH:24]4[CH2:25][CH2:26][N:27]([C:46]([CH2:45][O:44][CH2:43][CH2:42][O:41][CH3:40])=[O:47])[CH2:28][CH2:29]4)[c:18]([O:21][CH3:22])[cH:19][c:20]23)[cH:7][cH:8][cH:9]1. Starting materials: metal, resultant mixture, [Na] (sodium), N12CC(C(CC1)CC2)O (3-quinuclidinol), [Na] (sodium), C(C)C1=CC=CC=2N1N=CC2C(=O)OCC (ethyl 7-ethylpyrazolo[1,5-a]pyridine-3-carboxylate). Run in C1=CC=CC=C1 (benzene). Conditions: time 1.5 hour. Yields the product C(C)C1=CC=CC=2N1N=CC2C(=O)OC2CN1CCC2CC1 (1-azabicyclo[2.2.2]oct-3-yl 7-ethylpyrazolo[1,5-a]pyridine-3-carboxylate). The yield is 89.2%. As a reaction SMILES: [N:1]12[CH2:8][CH2:7][CH:4]([CH2:5][CH2:6]1)[CH:3]([OH:9])[CH2:2]2.[Na].[CH2:11]([C:13]1[N:18]2[N:19]=[CH:20][C:21]([C:22](OCC)=[O:23])=[C:17]2[CH:16]=[CH:15][CH:14]=1)[CH3:12]>C1C=CC=CC=1>[CH2:11]([C:13]1[N:18]2[N:19]=[CH:20][C:21]([C:22]([O:9][CH:3]3[CH:4]4[CH2:7][CH2:8][N:1]([CH2:6][CH2:5]4)[CH2:2]3)=[O:23])=[C:17]2[CH:16]=[CH:15][CH:14]=1)[CH3:12] |^1:9|. Reported procedure: After suspension of 140 mg (1.10 mmol) of 3-quinuclidinol in 20 ml of benzene was refluxed for 0.5 hour by using a Dean-Stark apparatus, 0.05 g of metal sodium was added and the resultant mixture was refluxed under stirring for further 1.5 hours. Unreacted sodium was removed and 80 mg (0.37 mmol) of ethyl 7-ethylpyrazolo[1,5-a]pyridine-3-carboxylate were added, followed by heating under reflux for 12 hours. The solvent of the reaction mixture was distilled off under reduced pressure and the resi...